Dataset: the Open Reaction Database (ORD), a public repository of structured organic reaction records. Task: describe an organic reaction: reactants, conditions, products, and yield Starting materials: C(C1=CC=CC=C1)(=O)[C@H]1[C@@H](N(C(O1)(C)C)C(=O)OC(C)(C)C)CC1CCCCC1 (t-butyl (4S,5R)-5-benzoyl-4-(cyclohexylmethyl)-2,2-dimethyl-3-oxazolidinecarboxylate), [BH4-].[Na+] (sodium borohydride). Reagents/catalysts: C(C)(=O)O (acetic acid). Run in CO (methanol). Yields the product C1(CCCCC1)C[C@@H]1N(C(O[C@H]1[C@H](C1=CC=CC=C1)O)(C)C)C(=O)OC(C)(C)C (t-butyl (4S,5R)-4-(cyclohexylmethyl)-5-[(S)-α-hydroxybenzyl]-2,2-dimethyl-3-oxazolidinecarboxylate). Yield: 20.6%. As a reaction SMILES: [C:1]([C@@H:9]1[O:13][C:12]([CH3:15])([CH3:14])[N:11]([C:16]([O:18][C:19]([CH3:22])([CH3:21])[CH3:20])=[O:17])[C@H:10]1[CH2:23][CH:24]1[CH2:29][CH2:28][CH2:27][CH2:26][CH2:25]1)(=[O:8])[C:2]1[CH:7]=[CH:6][CH:5]=[CH:4][CH:3]=1.[BH4-].[Na+]>CO.C(O)(=O)C>[CH:24]1([CH2:23][C@H:10]2[C@H:9]([C@@H:1]([OH:8])[C:2]3[CH:7]=[CH:6][CH:5]=[CH:4][CH:3]=3)[O:13][C:12]([CH3:15])([CH3:14])[N:11]2[C:16]([O:18][C:19]([CH3:22])([CH3:21])[CH3:20])=[O:17])[CH2:29][CH2:28][CH2:27][CH2:26][CH2:25]1 |f:1.2|. Procedure details: 290 mg (0.72 mmol) of t-butyl (4S,5R)-5-benzoyl-4-(cyclohexylmethyl)-2,2-dimethyl-3-oxazolidinecarboxylate in 5 ml of methanol are stirred at room temperature for 1 hour with 27 mg (0.7 mmol) of sodium borohydride. Thereafter, the reaction mixture is treated with two drops of glacial acetic acid and evaporated to dryness. The residue is chromatographed on 30 g of silica gel with a 4:1 mixture of hexane and ether as the eluting agent, with a methylene chloride solution of the crude product being ...